From a dataset of the Open Reaction Database (ORD), a public repository of structured organic reaction records. describe an organic reaction: reactants, conditions, products, and yield Reactants: C1(CCCC1)OC=1C=C(C=CC1OC)C=CC1=CC=C(C=C1)N1C(=NC=2C=NC=CC21)C (1-[4-[2-[3-(cyclopentyloxy)-4-methoxyphenyl]-ethenyl]phenyl]-2-methyl-1H-imidazo[4,5-c]pyridine). The reagents and catalysts are [Pd] (Pd/C). Run in O1CCCC1 (tetrahydrofuran), CO (methanol). Conditions: time 6 hour. Yields the product C1(CCCC1)OC=1C=C(C=CC1OC)CCC1=CC=C(C=C1)N1C(=NC=2C=NC=CC21)C (1-[4-[2-[3-(Cyclopentyloxy)-4-methoxyphenyl]-ethyl]phenyl]-2-methyl-1H-imidazo[4,5-c]pyridine). The yield is 76.3%. As a reaction SMILES: [CH:1]1([O:6][C:7]2[CH:8]=[C:9]([CH:15]=[CH:16][C:17]3[CH:22]=[CH:21][C:20]([N:23]4[C:31]5[CH:30]=[CH:29][N:28]=[CH:27][C:26]=5[N:25]=[C:24]4[CH3:32])=[CH:19][CH:18]=3)[CH:10]=[CH:11][C:12]=2[O:13][CH3:14])[CH2:5][CH2:4][CH2:3][CH2:2]1>O1CCCC1.CO.[Pd]>[CH:1]1([O:6][C:7]2[CH:8]=[C:9]([CH2:15][CH2:16][C:17]3[CH:22]=[CH:21][C:20]([N:23]4[C:31]5[CH:30]=[CH:29][N:28]=[CH:27][C:26]=5[N:25]=[C:24]4[CH3:32])=[CH:19][CH:18]=3)[CH:10]=[CH:11][C:12]=2[O:13][CH3:14])[CH2:5][CH2:4][CH2:3][CH2:2]1. Reported procedure: A cis and trans mixture of 1-[4-[2-[3-(cyclopentyloxy)-4-methoxyphenyl]-ethenyl]phenyl]-2-methyl-1H-imidazo[4,5-c]pyridine (300 mg, 0.705 mmol 1.0 eq) and 300 mg of 10% Pd/C in 10 ml of tetrahydrofuran and 10 ml of methanol was placed on a Parr hydrogenation apparatus and shaken under 50 psi H2 at room temperature for 6 hours. The reaction mixture was filtered through celite, concentrated, and chromatographed on a silica gel column eluting with 5% CH3OH-CH2Cl2 to give 230 mg of clear oil. Recrys... Starting materials: COC(C(C(CCCCCCC(=O)OC)=O)Cl)=O (9-carbomethoxy-2-chloro-3ketononanic acid methylester), C(=S)N (thioformamide). Run in CO (methanol). Yields the product COC(=O)C1=C(N=CS1)CCCCCCC(=O)OC (4-(6-carbomethoxy hexyl)-thiazole-5-carboxylic acid methylester). As a reaction SMILES: [CH3:1][O:2][C:3](=[O:18])[CH:4](Cl)[C:5](=O)[CH2:6][CH2:7][CH2:8][CH2:9][CH2:10][CH2:11][C:12]([O:14][CH3:15])=[O:13].[CH:19]([NH2:21])=[S:20]>CO>[CH3:1][O:2][C:3]([C:4]1[S:20][CH:19]=[N:21][C:5]=1[CH2:6][CH2:7][CH2:8][CH2:9][CH2:10][CH2:11][C:12]([O:14][CH3:15])=[O:13])=[O:18]. Reported procedure: 16.8 g of 9-carbomethoxy-2-chloro-3ketonononoic acid methylester (VI) and 4.5 of thioformamide (VII, R1 = H) were refluxed in 90 ml of methanol for 1 hour, then methanol was evaporated in vacuo, and the distillation residue was dissolved in 150 ml of 2 N hydrochloric acid. The obtained solution was neutralized with a 5 % solution of sodium carbonate, saturated with ammonium sulphate and extracted with 3 × 150 ml of diethyl ether. The ethereal extract was dried over sodium sulphate, then ether wa... Reactants: F[B-](F)(F)F, O=C(O)c1cnc(OCC2CC2)c(-c2ccc(F)cc2)c1, CCN(C(C)C)C(C)C, NCC1CCCCC1O, CN(C)C=O, CN(C)C(On1nnc2ccccc21)=[N+](C)C. Product: O=C(NCC1CCCCC1O)c1cnc(OCC2CC2)c(-c2ccc(F)cc2)c1. As a reaction SMILES: [B-:22]([F:23])([F:24])([F:25])[F:26].[CH:1]1([CH2:4][O:5][c:6]2[n:7][cH:8][c:9]([C:10](=[O:11])[OH:12])[cH:13][c:14]2-[c:15]2[cH:16][cH:17][c:18]([F:21])[cH:19][cH:20]2)[CH2:2][CH2:3]1.[CH:44]([N:45]([CH2:46][CH3:47])[CH:48]([CH3:49])[CH3:50])([CH3:51])[CH3:52].[NH2:53][CH2:54][CH:55]1[CH:56]([OH:61])[CH2:57][CH2:58][CH2:59][CH2:60]1.[O:62]=[CH:63][N:64]([CH3:65])[CH3:66].[n:27]1([O:28][C:29]([N:30]([CH3:31])[CH3:32])=[N+:33]([CH3:34])[CH3:35])[c:36]2[cH:37][cH:38][cH:39][cH:40][c:41]2[n:42][n:43]1>>[CH:1]1([CH2:4][O:5][c:6]2[n:7][cH:8][c:9]([C:10](=[O:12])[NH:53][CH2:54][CH:55]3[CH:56]([OH:61])[CH2:57][CH2:58][CH2:59][CH2:60]3)[cH:13][c:14]2-[c:15]2[cH:16][cH:17][c:18]([F:21])[cH:19][cH:20]2)[CH2:2][CH2:3]1. Reactants: B1(OO1)[O-].O.O.O.O.[Na+] (sodium perborate tetrahydrate), ClC=1C(=NC=C(C1)C(F)(F)F)C1=CC(=C(C=C1)Cl)C=O (3-chloro-2-(4-chloro-3-formylphenyl)-5-trifluoromethylpyridine), O (water). Run in C(C)(=O)O (acetic acid). Conditions: temperature 100 celsius, time 1.5 hour. Product: ClC=1C(=NC=C(C1)C(F)(F)F)C1=CC(=C(C=C1)Cl)C(=O)O (3-Chloro-2-(4-chloro-3-hydroxycarbonylphenyl)-5-trifluoromethylpyridine). Yield: 81.5%. Reaction SMILES: B1([O-])OO1.[OH2:5].O.O.O.[Na+].[Cl:10][C:11]1[C:12]([C:21]2[CH:26]=[CH:25][C:24]([Cl:27])=[C:23]([CH:28]=[O:29])[CH:22]=2)=[N:13][CH:14]=[C:15]([C:17]([F:20])([F:19])[F:18])[CH:16]=1.O>C(O)(=O)C>[Cl:10][C:11]1[C:12]([C:21]2[CH:26]=[CH:25][C:24]([Cl:27])=[C:23]([C:28]([OH:5])=[O:29])[CH:22]=2)=[N:13][CH:14]=[C:15]([C:17]([F:20])([F:18])[F:19])[CH:16]=1 |f:0.1.2.3.4.5|. Procedure details: 38.5 g of sodium perborate tetrahydrate were added in portions over the course of 30 minutes to a solution of 16.0 g of 3-chloro-2-(4-chloro-3-formylphenyl)-5-trifluoromethylpyridine in 100 ml of glacial acetic acid at 100° C., followed by stirring at 100° C. for 1.5 hours. The mixture was cooled and then poured into 400 ml of water. The product was extracted from the aqueous phase with 3×100 ml of tert-butyl methyl ether. The combined organic phases were dried over sodium sulfate and then conce... Reactants: COC(C)(C)C (MTB), C(C1=CC=CC=C1)(=O)O[C@@H]1C(O)O[C@@H]([C@H]([C@@H]1OC(C1=CC=CC=C1)=O)OC(C1=CC=CC=C1)=O)COC(C1=CC=CC=C1)=O (2,3,4,6-tetra-O-benzoyl-mannopyranose), C(C1=CC=CC=C1)OC(CBr)=O (bromoacetic acid benzyl ester), fine-powder, C([O-])([O-])=O.[Na+].[Na+] (sodium carbonate). Reagents/catalysts: S(=O)(=O)(O)[O-].C(CCC)[N+](CCCC)(CCCC)CCCC (tetrabutylammonium hydrogen sulfate). Solvent: COCCOC (1,2-dimethoxyethane). Conditions: temperature 0 celsius. Yields the product C(C1=CC=CC=C1)(=O)O[C@@H]1C(OCC(=O)O)O[C@@H]([C@H]([C@@H]1OC(C1=CC=CC=C1)=O)OC(C1=CC=CC=C1)=O)COC(C1=CC=CC=C1)=O (2,3,4,6-Tetra-O-benzoyl-1-O-carboxymethyl-mannopyranose). RXN SMILES: [C:1]([O:9][C@H:10]1[C@@H:16]([O:17][C:18](=[O:25])[C:19]2[CH:24]=[CH:23][CH:22]=[CH:21][CH:20]=2)[C@H:15]([O:26][C:27](=[O:34])[C:28]2[CH:33]=[CH:32][CH:31]=[CH:30][CH:29]=2)[C@@H:14]([CH2:35][O:36][C:37](=[O:44])[C:38]2[CH:43]=[CH:42][CH:41]=[CH:40][CH:39]=2)[O:13][CH:11]1[OH:12])(=[O:8])[C:2]1[CH:7]=[CH:6][CH:5]=[CH:4][CH:3]=1.C(=O)([O-])[O-].[Na+].[Na+].C([O:58][C:59](=[O:62])[CH2:60]Br)C1C=CC=CC=1.COC(C)(C)C>S([O-])(O)(=O)=O.C([N+](CCCC)(CCCC)CCCC)CCC.COCCOC>[C:1]([O:9][C@H:10]1[C@@H:16]([O:17][C:18](=[O:25])[C:19]2[CH:24]=[CH:23][CH:22]=[CH:21][CH:20]=2)[C@H:15]([O:26][C:27](=[O:34])[C:28]2[CH:29]=[CH:30][CH:31]=[CH:32][CH:33]=2)[C@@H:14]([CH2:35][O:36][C:37](=[O:44])[C:38]2[CH:39]=[CH:40][CH:41]=[CH:42][CH:43]=2)[O:13][CH:11]1[O:12][CH2:60][C:59]([OH:62])=[O:58])(=[O:8])[C:2]1[CH:7]=[CH:6][CH:5]=[CH:4][CH:3]=1 |f:1.2.3,6.7|. Procedure details: A mixture that consists of 59.66 g (100 mmol) of 2,3,4,6-tetra-O-benzoyl-mannopyranose, 1.7 g (5 mmol) of tetrabutylammonium hydrogen sulfate and 63.59 g (600 mmol) of fine-powder sodium carbonate in 350 ml of 1,2-dimethoxyethane is cooled to 0° C. At 0° C., 34.36 g (150 mmol) of bromoacetic acid benzyl ester is added in drops over 10 minutes while being stirred vigorously. It is stirred for one hour at 0° C. 250 ml of MTB (methyl-tert-butyl ether) is added, solid is filtered out, and the filtra...